Dataset: the Open Reaction Database (ORD), a public repository of structured organic reaction records. Task: describe an organic reaction: reactants, conditions, products, and yield The reactants are Cl.COC1=CC=C(C=C1)C1=NC(=NN1)C=1C=C(CN(C)C)C=CC1 ({3-[5-(4-methoxy-phenyl)-1H-[1,2,4]triazol-3-yl]-benzyl}-dimethylamine hydrochloride), B(Br)(Br)Br (boron tribromide), Cl (HCl), C(=O)([O-])[O-].[Na+].[Na+] (Na2CO3). The solvent is C(Cl)Cl (CH2Cl2), CO (methanol). Conditions: time 16 hour. The product is Cl.CN(C)CC=1C=C(C=CC1)C=1N=C(NN1)C1=CC=C(C=C1)O (4-[5-(3-Dimethylaminomethyl-phenyl)-2H-[1,2,4]triazol-3-yl]-phenol hydrochloride salt). Yield: 73.0%. As a reaction SMILES: [ClH:1].C[O:3][C:4]1[CH:9]=[CH:8][C:7]([C:10]2[NH:14][N:13]=[C:12]([C:15]3[CH:16]=[C:17]([CH:22]=[CH:23][CH:24]=3)[CH2:18][N:19]([CH3:21])[CH3:20])[N:11]=2)=[CH:6][CH:5]=1.B(Br)(Br)Br.C([O-])([O-])=O.[Na+].[Na+].Cl>C(Cl)Cl.CO>[ClH:1].[CH3:21][N:19]([CH2:18][C:17]1[CH:16]=[C:15]([C:12]2[N:11]=[C:10]([C:7]3[CH:6]=[CH:5][C:4]([OH:3])=[CH:9][CH:8]=3)[NH:14][N:13]=2)[CH:24]=[CH:23][CH:22]=1)[CH3:20] |f:0.1,3.4.5,9.10|. Procedure: A solution of {3-[5-(4-methoxy-phenyl)-1H-[1,2,4]triazol-3-yl]-benzyl}-dimethylamine hydrochloride (1:1) (100 mg, 0.29 mmol) in CH2Cl2 (5 ml) at −78° C. was treated with boron tribromide (1M CH2Cl2 1.5 ml, 1.5 mmol, 5.2 eq.). Over 16 hrs. the temperature was raised gradually to r.t. After addition of methanol (1 ml) and saturated Na2CO3 (10 ml) the pH was adjusted to 9 with 2N HCl. After extraction with CH2Cl2, then EtOAc, the combined extracts were dried with Na2SO4 and the solvent evaporated. ... Yields the product COC(CCCCCCN1C(CCCC1\C=C\C(CCCCC)=O)=O)=O (7-[2-oxo-6-((E)-3-oxo-oct-1-enyl)-piperidin-1-yl]-heptanoic acid methyl ester). Procedure details: Sodium hydride (60% dispersion in oil, 15 mg, 0.37 mmol) was added to a solution of dimethyl 2-oxoheptylphosphonate (87 mg, 0.33 mmol) in THF (2 mL) at 0° C. After 10 min at 0° C., the solution was allowed to warm to rt. After 1 h at rt, the solution was recooled to 0° C. and 7-(2-formyl-6-oxo-piperidin-1-yl)-heptanoic acid methyl ester (crude from previous reaction, ˜0.37 mmol) in THF (2 mL) was added via cannula. The reaction was allowed to warm to rt. After 17 h at rt, the reaction was quench... Yield: 106.1%. Reaction SMILES: [H-].[Na+].[O:3]=[C:4]([CH2:12][CH2:13][CH2:14][CH2:15][CH3:16])[CH2:5]P(=O)(OC)OC.[CH3:17][O:18][C:19](=[O:35])[CH2:20][CH2:21][CH2:22][CH2:23][CH2:24][CH2:25][N:26]1[C:31](=[O:32])[CH2:30][CH2:29][CH2:28][CH:27]1[CH:33]=O>C1COCC1>[CH3:17][O:18][C:19](=[O:35])[CH2:20][CH2:21][CH2:22][CH2:23][CH2:24][CH2:25][N:26]1[CH:27](/[CH:33]=[CH:5]/[C:4](=[O:3])[CH2:12][CH2:13][CH2:14][CH2:15][CH3:16])[CH2:28][CH2:29][CH2:30][C:31]1=[O:32] |f:0.1|. The reactants are [H-].[Na+] (Sodium hydride), O=C(CP(OC)(OC)=O)CCCCC (dimethyl 2-oxoheptylphosphonate), COC(CCCCCCN1C(CCCC1=O)C=O)=O (7-(2-formyl-6-oxo-piperidin-1-yl)-heptanoic acid methyl ester). Solvent: C1CCOC1 (THF), C1CCOC1 (THF). Run at time 10 minute.